From a dataset of the Open Reaction Database (ORD), a public repository of structured organic reaction records. describe an organic reaction: reactants, conditions, products, and yield Starting materials: CC(C)=NO, CC(C)(C)[O-], CC(C)(C)OC(=O)N1Cc2cccc(-c3ccc(NC(=O)c4cc(C(F)(F)F)nn4-c4ccc(F)c(C#N)c4)cc3)c2S1(=O)=O, [Na+], CN(C)C=O. The product is CC(C)=NOc1ccc(-n2nc(C(F)(F)F)cc2C(=O)Nc2ccc(-c3cccc4c3S(=O)(=O)N(C(=O)OC(C)(C)C)C4)cc2)cc1C#N. As a reaction SMILES: [CH3:1][C:2]([CH3:3])=[N:4][OH:5].[CH3:6][C:7]([CH3:8])([O-:9])[CH3:10].[F:12][c:13]1[c:14]([C:55]#[N:56])[cH:15][c:16](-[n:19]2[n:20][c:21]([C:51]([F:52])([F:53])[F:54])[cH:22][c:23]2[C:24](=[O:25])[NH:26][c:27]2[cH:28][cH:29][c:30](-[c:33]3[cH:34][cH:35][cH:36][c:37]4[c:41]3[S:40](=[O:42])(=[O:43])[N:39]([C:44](=[O:45])[O:46][C:47]([CH3:48])([CH3:49])[CH3:50])[CH2:38]4)[cH:31][cH:32]2)[cH:17][cH:18]1.[Na+:11].[O:57]=[CH:58][N:59]([CH3:60])[CH3:61]>>[CH3:1][C:2]([CH3:3])=[N:4][O:5][c:13]1[c:14]([C:55]#[N:56])[cH:15][c:16](-[n:19]2[n:20][c:21]([C:51]([F:52])([F:53])[F:54])[cH:22][c:23]2[C:24](=[O:25])[NH:26][c:27]2[cH:28][cH:29][c:30](-[c:33]3[cH:34][cH:35][cH:36][c:37]4[c:41]3[S:40](=[O:42])(=[O:43])[N:39]([C:44](=[O:45])[O:46][C:47]([CH3:48])([CH3:49])[CH3:50])[CH2:38]4)[cH:31][cH:32]2)[cH:17][cH:18]1. RXN SMILES: [Cl:1][C:2](=[O:3])[O:4][CH2:5][CH3:6].[NH2:7][CH:8]1[CH2:9][CH2:10][N:11]([CH2:14][c:15]2[cH:16][cH:17][cH:18][cH:19][cH:20]2)[CH2:12][CH2:13]1.[cH:21]1[cH:22][cH:23][n:24][cH:25][cH:26]1>>[C:2](=[O:3])([O:4][CH2:5][CH3:6])[NH:7][CH:8]1[CH2:9][CH2:10][N:11]([CH2:14][c:15]2[cH:16][cH:17][cH:18][cH:19][cH:20]2)[CH2:12][CH2:13]1. Yields the product CCOC(=O)NC1CCN(Cc2ccccc2)CC1. The reactants are CCOC(=O)Cl, NC1CCN(Cc2ccccc2)CC1, c1ccncc1. Starting materials: ClC1=C(C=CC=C1)CC(=O)O (o-chlorophenylacetic acid), CN(C)P(=O)(N(C)C)N(C)C (HMPA), C(C)(C)NC(C)C (diisopropylamine), [Li]CCCC (n-BuLi), solution, Cl (HCl). The solvent is O (H2O), C1CCOC1 (THF), C1CCOC1 (THF), CCCCCC (hexane). Conditions: time 10 minute. Yields the product ClC1=C(C=CC=C1)C(C(=O)O)C (2-(2-Chlorophenyl)propionic acid). Yield: 66.0%. As a reaction SMILES: [CH:1](NC(C)C)(C)C.[Li]CCCC.CN(P(N(C)C)(N(C)C)=O)C.[Cl:24][C:25]1[CH:30]=[CH:29][CH:28]=[CH:27][C:26]=1[CH2:31][C:32]([OH:34])=[O:33].Cl>C1COCC1.CCCCCC.O>[Cl:24][C:25]1[CH:30]=[CH:29][CH:28]=[CH:27][C:26]=1[CH:31]([CH3:1])[C:32]([OH:34])=[O:33]. Procedure details: A solution of diisopropylamine (1.6 mL, 12 mmole) in 20 mL of THF at −78° was treated with n-BuLi (7.5 mL of a 1.6N solution in hexane, 12 mmole). The solution was stirred 10 minutes, and then treated with HMPA (2.16 mL, 12 mmole), and stirred an additional 2 minutes. A solution of o-chlorophenylacetic acid (850 mg, 5 mmole) in 4 mL of THF was added, the reaction was warmed to 23°, stirred 45 minutes, warmed to 50° and stirred for 5 minutes, and then cooled to 0°. Mel (1 mL) was added, the react... Reactants: 1-C, O[Li].O (LiOH.H2O), C(C)(C)(C)C1=CC=C(C(=O)NC2=C(C(=O)NC=3C=CC4=C(N(C=N4)S(=O)(=O)C4=CC=C(C)C=C4)C3)C=CC=C2)C=C1 (2-[(4-t-butylbenzoyl)amino]-N-(1-tosylbenzimidazol-6-yl)benzamide), [N+](=O)([O-])C1=C(C(=O)NC=2C=CC3=C(N(C=N3)S(=O)(=O)C3=CC=C(C)C=C3)C2)C=CC=C1 (2-nitro-N-(1-tosylbenzimidazol-6-yl)benzamide), C(C)(C)(C)C1=CC=C(C(=O)Cl)C=C1 (4-t-butylbenzoyl chloride). Run in O (water), O1CCOCC1 (p-dioxane). Reaction conditions: time 16 hour. Product: N1=CNC2=C1C=C(C=C2)NC(C2=C(C=CC=C2)NC(C2=CC=C(C=C2)C(C)(C)C)=O)=O (N-(6-Benzimidazolyl)-2-[(4-t-butylbenzoyl)amino]benzamide). Reaction SMILES: [C:1]([C:5]1[CH:41]=[CH:40][C:8]([C:9]([NH:11][C:12]2[CH:39]=[CH:38][CH:37]=[CH:36][C:13]=2[C:14]([NH:16][C:17]2[CH:18]=[CH:19][C:20]3[N:24]=[CH:23][N:22](S(C4C=CC(C)=CC=4)(=O)=O)[C:21]=3[CH:35]=2)=[O:15])=[O:10])=[CH:7][CH:6]=1)([CH3:4])([CH3:3])[CH3:2].[N+](C1C=CC=CC=1C(NC1C=CC2N=CN(S(C3C=CC(C)=CC=3)(=O)=O)C=2C=1)=O)([O-])=O.C(C1C=CC(C(Cl)=O)=CC=1)(C)(C)C.O[Li].O>O1CCOCC1.O>[N:22]1[C:21]2[CH:35]=[C:17]([NH:16][C:14](=[O:15])[C:13]3[CH:36]=[CH:37][CH:38]=[CH:39][C:12]=3[NH:11][C:9](=[O:10])[C:8]3[CH:7]=[CH:6][C:5]([C:1]([CH3:2])([CH3:4])[CH3:3])=[CH:41][CH:40]=3)[CH:18]=[CH:19][C:20]=2[NH:24][CH:23]=1 |f:3.4|. Reported procedure: By methods substantially equivalent to those described in Examples 1-B and 1-C, 3.7 g (6.5 mmol) of crude 2-[(4-t-butylbenzoyl)amino]-N-(1-tosylbenzimidazol-6-yl)benzamide was prepared from 2-nitro-N-(1-tosylbenzimidazol-6-yl)benzamide and 4-t-butylbenzoyl chloride. This material was dissolved in p-dioxane (50 mL) and a solution of LiOH.H2O (0.48 g, 11 mmol) in water (25 mL) was added with vigorous stirring. After 16 h, the solvents were removed in vacuo and the residue was partitioned between c... Starting materials: C(C)OC(C(C(C=C)O)OCC=C)=O (2-allyloxy-3-hydroxy-pent-4-enoic acid ethyl ester), CC(=O)OC(=O)C (Ac2O). The reagents and catalysts are CN(C)C=1C=CN=CC1 (DMAP). The solvent is C(Cl)Cl.CCN(CC)CC (CH2Cl2 Et3N), C(Cl)Cl (CH2Cl2). Yields the product C(C)OC(C(C(C=C)OC(C)=O)OCC=C)=O (3-acetoxy-2-allyloxy-pent-4-enoic acid ethyl ester). As a reaction SMILES: [CH2:1]([O:3][C:4](=[O:14])[CH:5]([O:10][CH2:11][CH:12]=[CH2:13])[CH:6]([OH:9])[CH:7]=[CH2:8])[CH3:2].[CH3:15][C:16](OC(C)=O)=[O:17]>CN(C1C=CN=CC=1)C.C(Cl)Cl.CCN(CC)CC.C(Cl)Cl>[CH2:1]([O:3][C:4](=[O:14])[CH:5]([O:10][CH2:11][CH:12]=[CH2:13])[CH:6]([O:9][C:16](=[O:17])[CH3:15])[CH:7]=[CH2:8])[CH3:2] |f:3.4|. Procedure details: To a solution of 2-allyloxy-3-hydroxy-pent-4-enoic acid ethyl ester (100 mg, 0.5 mmol) and DMAP (30 mg, 0.25 mmol) in CH2Cl2-Et3N (9:1, 10 mL) was added Ac2O (76 mg, 0.75 mmol). The resulting solution was stirred at ambient temperature for 1H. The solution was diluted with CH2Cl2 (40 mL), washed with H2O (20 mL×2), dried over Na2SO4, concentrated in vacuo and purified by flash chromatography with 20% EtOAc-hexane. The reactants are CC(C)(Cc1ccc(N2CC(=O)NS2(=O)=O)c(OCc2ccccc2)c1)C(=O)c1ccccc1, CCO, [K], O. The product is CC(C)(Cc1ccc(N2CC(=O)NS2(=O)=O)c(O)c1)C(=O)c1ccccc1. Reaction SMILES: [CH2:2]([c:3]1[cH:4][cH:5][cH:6][cH:7][cH:8]1)[O:9][c:10]1[c:11]([N:28]2[CH2:29][C:30](=[O:35])[NH:31][S:32]2(=[O:33])=[O:34])[cH:12][cH:13][c:14]([CH2:16][C:17]([C:18]([c:19]2[cH:20][cH:21][cH:22][cH:23][cH:24]2)=[O:25])([CH3:26])[CH3:27])[cH:15]1.[CH3:36][CH2:37][OH:38].[K:1].[OH2:39]>>[OH:9][c:10]1[c:11]([N:28]2[CH2:29][C:30](=[O:35])[NH:31][S:32]2(=[O:33])=[O:34])[cH:12][cH:13][c:14]([CH2:16][C:17]([C:18]([c:19]2[cH:20][cH:21][cH:22][cH:23][cH:24]2)=[O:25])([CH3:26])[CH3:27])[cH:15]1. Reactants: C(C)(=O)O (acetic acid), O (water), ( 15S ), 6a-oxo-6,9-methano-15-cyclohexyl-15-hydroxy-16,17,18,19,20-pentanorprosta-5,13-dienoate, COC(=O)CCC\C=C/1\C(C2CCCC2C1)=O (3-[(E)-4-methoxycarbonylbutylidene]bicyclo[3,3,0]octan-2-one), ( 15R ), C(C)(CC)[BH-](C(C)CC)C(C)CC.[Li+] (lithium tri-sec-butylborohydride). Run in O1CCCC1 (tetrahydrofuran), O1CCCC1 (tetrahydrofuran). Conditions: time 2 hour. Product: 3-[(E)-4-carboxybutylidene], OC1C2CCCC2CC1 (2-hydroxybicyclo[3,3,0]octane). Isolated yield 100.6%. Reaction SMILES: COC(CCC/C=[C:9]1/[C:10](=[O:17])[CH:11]2[CH:15]([CH2:16]/1)[CH2:14][CH2:13][CH2:12]2)=O.C([BH-](C(CC)C)C(CC)C)(CC)C.[Li+].C(O)(=O)C.O>O1CCCC1>[OH:17][CH:10]1[CH2:9][CH2:16][CH:15]2[CH:11]1[CH2:12][CH2:13][CH2:14]2 |f:1.2|. Reported procedure: A stirred solution of 6-[(E)-3-cyclohexyl-(mixture of 3α and 3β)-hydroxyprop-1-enyl]-3-[(E)-4-methoxycarbonylbutylidene]bicyclo[3,3,0]octan-2-one (6.7 mg), prepared as described in Example 8 and predominantly in the 6β-configuration, otherwise known as (±)-methyl(5E,13E)-(9S),[mixture of (15R) and (15S)]-6a-oxo-6,9-methano-15-cyclohexyl-15-hydroxy-16,17,18,19,20-pentanorprosta-5,13-dienoate, in tetrahydrofuran (0.5 ml) at -78° C. was treated dropwise with a solution of lithium tri-sec-butylboroh... The reactants are O=C([O-])O, CCOC(C)=O, Cl, O=C(Cl)c1ccc(F)cc1, NC(Cc1ccc(C(F)(F)F)cc1)C(O)c1ccc(F)cc1, [Na+], O. Product: O=C(NC(Cc1ccc(C(F)(F)F)cc1)C(O)c1ccc(F)cc1)c1ccc(F)cc1. RXN SMILES: [C:34](=[O:35])([O-:36])[OH:37].[CH3:39][CH2:40][O:41][C:42](=[O:43])[CH3:44].[ClH:1].[F:24][c:25]1[cH:26][cH:27][c:28]([C:29](=[O:30])[Cl:31])[cH:32][cH:33]1.[F:2][c:3]1[cH:4][cH:5][c:6]([CH:9]([CH:10]([CH2:11][c:12]2[cH:13][cH:14][c:15]([C:18]([F:19])([F:20])[F:21])[cH:16][cH:17]2)[NH2:22])[OH:23])[cH:7][cH:8]1.[Na+:38].[OH2:45]>>[F:2][c:3]1[cH:4][cH:5][c:6]([CH:9]([CH:10]([CH2:11][c:12]2[cH:13][cH:14][c:15]([C:18]([F:19])([F:20])[F:21])[cH:16][cH:17]2)[NH:22][C:29]([c:28]2[cH:27][cH:26][c:25]([F:24])[cH:33][cH:32]2)=[O:30])[OH:23])[cH:7][cH:8]1.